Task: describe an organic reaction: reactants, conditions, products, and yield. Dataset: the Open Reaction Database (ORD), a public repository of structured organic reaction records Starting materials: O=S(=O)(Cl)c1cccc(Cl)c1Cl, CCOC(=O)Cc1csc(N)n1. The product is CCOC(=O)Cc1csc(NS(=O)(=O)c2cccc(Cl)c2Cl)n1. As a reaction SMILES: [Cl:13][c:14]1[c:15]([S:21](=[O:22])(=[O:23])[Cl:24])[cH:16][cH:17][cH:18][c:19]1[Cl:20].[NH2:1][c:2]1[s:3][cH:4][c:5]([CH2:7][C:8](=[O:9])[O:10][CH2:11][CH3:12])[n:6]1>>[NH:1]([c:2]1[s:3][cH:4][c:5]([CH2:7][C:8](=[O:9])[O:10][CH2:11][CH3:12])[n:6]1)[S:21]([c:15]1[c:14]([Cl:13])[c:19]([Cl:20])[cH:18][cH:17][cH:16]1)(=[O:22])=[O:23]. The reactants are ClCl (Chlorine), NC1=NC(=NC(=N1)SC)C(C)(C)Cl (2-amino-4-methylthio-6-(1-chloroisopropyl)-1,3,5-triazine), ice, [OH-].[Na+] (sodium hydroxide). The solvent is C(C)(=O)O (acetic acid). Run at temperature 20 celsius, time 30 minute. Product: NC1=NC(=NC(=N1)Cl)C(C)(C)Cl (2-amino-4-chloro-6-(1-chloroisopropyl)-1,3,5-triazine). The yield is 80.0%. RXN SMILES: [Cl:1]Cl.[NH2:3][C:4]1[N:9]=[C:8](SC)[N:7]=[C:6]([C:12]([Cl:15])([CH3:14])[CH3:13])[N:5]=1.[OH-].[Na+]>C(O)(=O)C>[NH2:3][C:4]1[N:9]=[C:8]([Cl:1])[N:7]=[C:6]([C:12]([Cl:15])([CH3:14])[CH3:13])[N:5]=1 |f:2.3|. Procedure: Chlorine gas was passed at 20 to 25° C. into a suspension of 110 g of 2-amino-4-methylthio-6-(1-chloroisopropyl)-1,3,5-triazine in 0.75 l of glacial acetic acid (30 min). The reaction mixture was stirred for 30 min at approx. 20° C., sprayed with nitrogen gas for 1 h at room temperature, poured into 3.75 l of ice-cold aqueous solution of 260 g of sodium hydroxide and stirred for 5 min. After filtration with suction and drying, 83 g (80%) of 2-amino-4-chloro-6-(1-chloroisopropyl)-1,3,5-triazine w... Starting materials: C(CCCCC)[SiH](Cl)Cl (n-hexyldichlorosilane), C=CC1=CC=CC=C1 (styrene). Reagents/catalysts: C=1C=CC(=CC1)[P](C=2C=CC=CC2)(C=3C=CC=CC3)[Pt]([P](C=4C=CC=CC4)(C=5C=CC=CC5)C=6C=CC=CC6)([P](C=7C=CC=CC7)(C=8C=CC=CC8)C=9C=CC=CC9)[P](C=1C=CC=CC1)(C=1C=CC=CC1)C=1C=CC=CC1 (tetrakis(triphenylphosphine)platinum). Run at temperature 60 celsius. The product is C(CCCCC)[Si](Cl)(Cl)CCC1=CC=CC=C1 (n-hexylphenethyldichlorosilane). Yield: 91.1%. As a reaction SMILES: [CH2:1]([SiH:7]([Cl:9])[Cl:8])[CH2:2][CH2:3][CH2:4][CH2:5][CH3:6].[CH2:10]=[CH:11][C:12]1[CH:17]=[CH:16][CH:15]=[CH:14][CH:13]=1>C1C=CC([P]([Pt]([P](C2C=CC=CC=2)(C2C=CC=CC=2)C2C=CC=CC=2)([P](C2C=CC=CC=2)(C2C=CC=CC=2)C2C=CC=CC=2)[P](C2C=CC=CC=2)(C2C=CC=CC=2)C2C=CC=CC=2)(C2C=CC=CC=2)C2C=CC=CC=2)=CC=1>[CH2:1]([Si:7]([CH2:10][CH2:11][C:12]1[CH:17]=[CH:16][CH:15]=[CH:14][CH:13]=1)([Cl:9])[Cl:8])[CH2:2][CH2:3][CH2:4][CH2:5][CH3:6] |^1:21,23,42,61|. Reported procedure: 3.80 g (20.5 millimol) of n-hexyldichlorosilane, 2.00 g (19.2 millimol) of styrene, and 0.023 g (1.92×10-5 mol) of tetrakis(triphenylphosphine)platinum (O) were introduced into a flask and reacted with stirring by heating in an oil bath at 60° C. for 8 hours and then subjected to distillation under a reduced pressure to produce 5.6 g (17.5 millimol) of n-hexylphenethyldichlorosilane.